From a dataset of the Open Reaction Database (ORD), a public repository of structured organic reaction records. describe an organic reaction: reactants, conditions, products, and yield Starting materials: CC1(OB(OC1(C)C)C=1C=CC2=C(N=C(O2)C2CCN(CC2)C(=O)OC(C)C)C1)C (Isopropyl 4-(5-(4,4,5,5-tetramethyl-1,3,2-dioxaborolan-2-yl)benzo[d]oxazol-2-yl)piperidine-1-carboxylate), BrC1=C(C=C(C(=O)N)C=C1)F (4-bromo-3-fluorobenzamide). The product is C(N)(=O)C1=CC(=C(C=C1)C=1C=CC2=C(N=C(O2)C2CCN(CC2)C(=O)OC(C)C)C1)F (Isopropyl 4-[5-(4-carbamoyl-2-fluorophenyl)benzo[d]oxazol-2-yl]piperidine-1-carboxylate). Isolated yield 39.2%. Reaction SMILES: CC1(C)C(C)(C)OB([C:9]2[CH:10]=[CH:11][C:12]3[O:16][C:15]([CH:17]4[CH2:22][CH2:21][N:20]([C:23]([O:25][CH:26]([CH3:28])[CH3:27])=[O:24])[CH2:19][CH2:18]4)=[N:14][C:13]=3[CH:29]=2)O1.Br[C:32]1[CH:40]=[CH:39][C:35]([C:36]([NH2:38])=[O:37])=[CH:34][C:33]=1[F:41]>>[C:36]([C:35]1[CH:39]=[CH:40][C:32]([C:9]2[CH:10]=[CH:11][C:12]3[O:16][C:15]([CH:17]4[CH2:22][CH2:21][N:20]([C:23]([O:25][CH:26]([CH3:27])[CH3:28])=[O:24])[CH2:19][CH2:18]4)=[N:14][C:13]=3[CH:29]=2)=[C:33]([F:41])[CH:34]=1)(=[O:37])[NH2:38]. Procedure details: Following the General Procedure-3, the titled compound (80 mg) was prepared from Intermediate 14 (200 mg, 0.48 mmol) and 4-bromo-3-fluorobenzamide (105 mg, 0.48 mmol) as an off-white solid. M.P.: 194-197° C. MS (m/z): 426.0 [M+H]+.